Dataset: the Open Reaction Database (ORD), a public repository of structured organic reaction records. Task: describe an organic reaction: reactants, conditions, products, and yield Reactants: NC1=CC2=C(NC([C@@H](N(C2=O)CC(=O)NC(CC(=O)O)C2=CC=CC=C2)CC2=CC=C(C=C2)O)=O)C=C1 (3-(R,S)-{2-[7-amino-3-(S)-(4-hydroxy-benzyl)-2,5-dioxo-1,2,3,5-tetrahydro-benzo[e][1,4]diazepin-4-yl]-acetylamino}-3-phenyl-propionic acid), C(C1=CC=CC=C1)N=C=O (benzylisocyanate). The solvent is CN(C)C=O (DMF). Conditions: temperature 45 celsius. Yields the product C(C1=CC=CC=C1)NC(NC1=CC2=C(NC([C@@H](N(C2=O)CC(=O)NC(CC(=O)O)C2=CC=CC=C2)CC2=CC=C(C=C2)O)=O)C=C1)=O (3-(R,S)-{2-[7-(3-benzyl-ureido)-3-(S)-(4-hydroxy-benzyl)-2,5-dioxo-1,2,3,5-tetrahydro-benzo[e][1,4]diazepin-4-yl]-acetylamino}-3-phenyl-propionic acid). Yield: 31.5%. As a reaction SMILES: [NH2:1][C:2]1[CH:37]=[CH:36][C:5]2[NH:6][C:7](=[O:35])[C@H:8]([CH2:27][C:28]3[CH:33]=[CH:32][C:31]([OH:34])=[CH:30][CH:29]=3)[N:9]([CH2:12][C:13]([NH:15][CH:16]([C:21]3[CH:26]=[CH:25][CH:24]=[CH:23][CH:22]=3)[CH2:17][C:18]([OH:20])=[O:19])=[O:14])[C:10](=[O:11])[C:4]=2[CH:3]=1.[CH2:38]([N:45]=[C:46]=[O:47])[C:39]1[CH:44]=[CH:43][CH:42]=[CH:41][CH:40]=1>CN(C=O)C>[CH2:38]([NH:45][C:46](=[O:47])[NH:1][C:2]1[CH:37]=[CH:36][C:5]2[NH:6][C:7](=[O:35])[C@H:8]([CH2:27][C:28]3[CH:33]=[CH:32][C:31]([OH:34])=[CH:30][CH:29]=3)[N:9]([CH2:12][C:13]([NH:15][CH:16]([C:21]3[CH:26]=[CH:25][CH:24]=[CH:23][CH:22]=3)[CH2:17][C:18]([OH:20])=[O:19])=[O:14])[C:10](=[O:11])[C:4]=2[CH:3]=1)[C:39]1[CH:44]=[CH:43][CH:42]=[CH:41][CH:40]=1. Procedure details: To a solution of 3-(R,S)-{2-[7-amino-3-(S)-(4-hydroxy-benzyl)-2,5-dioxo-1,2,3,5-tetrahydro-benzo[e][1,4]diazepin-4-yl]-acetylamino}-3-phenyl-propionic acid (0.1 mmol, 50mg) in DMF (2.5 mL) was added benzylisocyanate (31 μl 0.25 mmol). The mixture was shaken at 45° C. over night until no starting material was detected by HPLC. Afterwards the solution was concentrated in vacuo. The crude product was purified by RP-HPLC to give 3-(R,S)-{2-[7-(3-benzyl-ureido)-3-(S)-(4-hydroxy-benzyl)-2,5-dioxo-1,2,... Starting materials: O=C([O-])[O-], CS, COC(=S)c1cc(Cl)c(C)c(C2=NOCC2)c1C, COC(=O)c1cc(Cl)c(Cl)c(C2=NOCC2)c1C, [K+], [K+], CN(C)C=O. Product: COC(=S)c1ccc(C)c(C2=NOCC2)c1C. As a reaction SMILES: [C:3](=[O:4])([O-:5])[O-:6].[CH3:1][SH:2].[Cl:27][c:28]1[c:29]([CH3:44])[c:30]([C:39]2=[N:40][O:41][CH2:42][CH2:43]2)[c:31]([CH3:38])[c:32]([C:33](=[S:34])[O:35][CH3:36])[cH:37]1.[Cl:9][c:10]1[c:11]([Cl:12])[cH:13][c:14]([C:15]([O:16][CH3:17])=[O:18])[c:19]([CH3:20])[c:21]1[C:22]1=[N:26][O:25][CH2:24][CH2:23]1.[K+:7].[K+:8].[O:45]=[CH:46][N:47]([CH3:48])[CH3:49]>>[cH:28]1[c:29]([CH3:44])[c:30]([C:39]2=[N:40][O:41][CH2:42][CH2:43]2)[c:31]([CH3:38])[c:32]([C:33](=[S:34])[O:35][CH3:36])[cH:37]1. Product: OCCSc1cncc(Br)c1. Reactants: Brc1cncc(Br)c1, CN(C)C=O, [Na+], [OH-], O, OCCS. RXN SMILES: [Br:12][c:13]1[cH:14][n:15][cH:16][c:17]([Br:18])[cH:19]1.[CH3:7][N:8]([CH3:9])[CH:10]=[O:11].[Na+:6].[OH-:5].[OH2:20].[SH:1][CH2:2][CH2:3][OH:4]>>[S:1]([CH2:2][CH2:3][OH:4])[c:17]1[cH:16][n:15][cH:14][c:13]([Br:12])[cH:19]1.